This data is from the Open Reaction Database (ORD), a public repository of structured organic reaction records. The task is: describe an organic reaction: reactants, conditions, products, and yield Reactants: CCc1cccc2c3c([nH]c12)C(CC)(CC(=O)OC)OCC3NC=O, CO. Yields the product CCc1cccc2c3c([nH]c12)C(CC)(CC(=O)OC)OCC3N. As a reaction SMILES: [CH3:1][O:2][C:3]([CH2:4][C:5]1([CH2:23][CH3:24])[O:6][CH2:7][CH:8]([NH:20][CH:21]=[O:22])[c:9]2[c:10]1[nH:11][c:12]1[c:13]([CH2:18][CH3:19])[cH:14][cH:15][cH:16][c:17]21)=[O:25].[CH3:26][OH:27]>>[CH3:1][O:2][C:3]([CH2:4][C:5]1([CH2:23][CH3:24])[O:6][CH2:7][CH:8]([NH2:20])[c:9]2[c:10]1[nH:11][c:12]1[c:13]([CH2:18][CH3:19])[cH:14][cH:15][cH:16][c:17]21)=[O:25].